This data is from the Open Reaction Database (ORD), a public repository of structured organic reaction records. The task is: describe an organic reaction: reactants, conditions, products, and yield Reactants: NC1=NC=2C=CC=CC2C2=C1N=C(N2CC(O)(C)C)C (4-amino-α,α,2-trimethyl-1H-imidazo[4,5-c]quinoline-1-ethanol). The reagents and catalysts are [Pt](=O)=O (Platinum (IV) oxide). The solvent is FC(C(=O)O)(F)F (trifluoroacetic acid). Conditions: time 5 day. Yields the product NC1=NC=2CCCCC2C2=C1N=C(N2CC(O)(C)C)C (4-amino-α,α,2-trimethyl-6,7,8,9-tetrahydro-1H-imidazo[4,5-c]quinoline-1-ethanol). RXN SMILES: [NH2:1][C:2]1[C:11]2[N:12]=[C:13]([CH3:20])[N:14]([CH2:15][C:16]([CH3:19])([CH3:18])[OH:17])[C:10]=2[C:9]2[CH:8]=[CH:7][CH:6]=[CH:5][C:4]=2[N:3]=1>FC(F)(F)C(O)=O.[Pt](=O)=O>[NH2:1][C:2]1[C:11]2[N:12]=[C:13]([CH3:20])[N:14]([CH2:15][C:16]([CH3:18])([CH3:19])[OH:17])[C:10]=2[C:9]2[CH2:8][CH2:7][CH2:6][CH2:5][C:4]=2[N:3]=1. Reported procedure: Platinum (IV) oxide (2.3 g) was added to a solution of 4-amino-α,α,2-trimethyl-1H-imidazo[4,5-c]quinoline-1-ethanol (10 g, 32 mmole, U.S. Pat. No. 5,266,575 Comparative Example C1) in trifluoroacetic acid (200 mL). The mixture was hydrogenated at 50 psi (3.44×105Pa) for 5 days. The catalyst was removed by filtration. The filtrate was concentrated under vacuum. The residue was diluted with water then combined with aqueous 10% sodium hydroxide. This mixture was stirred for one hour. A precipitate ... Starting materials: C(C)N1CCC(CC1)C=1C(=C(C#N)C=CC1)F (3-(1-ethylpiperidin-4-yl)-2-fluorobenzonitrile), C(C#CC)O (2-butyn-1-ol), [K].CC(C)([O-])C (potassium tertbutoxide), Cl (hydrochloric acid). Solvent: CS(=O)C (dimethylsulfoxide). Reaction conditions: temperature 125 celsius. The product is C(C)N1CCC(CC1)C=1C(=C(C#N)C=CC1)O (3-(1-ETHYLPIPERIDIN-4-YL)-2-HYDROXYBENZONITRILE). RXN SMILES: [CH2:1]([N:3]1[CH2:8][CH2:7][CH:6]([C:9]2[C:10](F)=[C:11]([CH:14]=[CH:15][CH:16]=2)[C:12]#[N:13])[CH2:5][CH2:4]1)[CH3:2].C([OH:22])C#CC.[K].CC(C)([O-])C.Cl>CS(C)=O>[CH2:1]([N:3]1[CH2:8][CH2:7][CH:6]([C:9]2[C:10]([OH:22])=[C:11]([CH:14]=[CH:15][CH:16]=2)[C:12]#[N:13])[CH2:5][CH2:4]1)[CH3:2] |f:2.3,^1:22|. Reported procedure: To a solution of 3-(1-ethylpiperidin-4-yl)-2-fluorobenzonitrile (10 mg, 0.031 mmol) in dimethylsulfoxide (1 ml) was added 2-butyn-1-ol (4.3 mg, 0.062 mmol) and potassium-tertbutoxide (7 mg, 0.063 mmol). The mixture was heated to 125° C. in a sealed tube under microwave radiation for 120 s. Aqueous hydrochloric acid (10%, 10 ml) was added and the aqueous phase was washed with diethyl ether (2×20 ml). The aqueous phase was basified by addition of sodium hydroxide (5 M, 5 ml) and extracted with eth... The reactants are NC[C@H]1N(CCC[C@H]1C)C(=O)C1=C(C=CC(=C1)Cl)C1=NC=CC=N1 (((2S,3R)-2-(aminomethyl)-3-methylpiperidin-1-yl)(5-chloro-2-(pyrimidin-2-yl)phenyl)methanone), ClC1=NC=C(C=N1)C(F)(F)F (2-chloro-5-(trifluoromethyl)pyrimidine). The product is ClC=1C=CC(=C(C1)C(=O)N1[C@@H]([C@@H](CCC1)C)CNC1=NC=C(C=N1)C(F)(F)F)C1=NC=CC=N1 ((5-Chloro-2-(pyrimidin-2-yl)phenyl)((2S,3R)-3-methyl-2-(((5-(trifluoromethyl)pyrimidin-2-yl)amino)methyl)piperidin-1-yl)methanone). Reaction SMILES: [NH2:1][CH2:2][C@@H:3]1[C@H:8]([CH3:9])[CH2:7][CH2:6][CH2:5][N:4]1[C:10]([C:12]1[CH:17]=[C:16]([Cl:18])[CH:15]=[CH:14][C:13]=1[C:19]1[N:24]=[CH:23][CH:22]=[CH:21][N:20]=1)=[O:11].Cl[C:26]1[N:31]=[CH:30][C:29]([C:32]([F:35])([F:34])[F:33])=[CH:28][N:27]=1>>[Cl:18][C:16]1[CH:15]=[CH:14][C:13]([C:19]2[N:20]=[CH:21][CH:22]=[CH:23][N:24]=2)=[C:12]([C:10]([N:4]2[CH2:5][CH2:6][CH2:7][C@@H:8]([CH3:9])[C@H:3]2[CH2:2][NH:1][C:26]2[N:31]=[CH:30][C:29]([C:32]([F:35])([F:34])[F:33])=[CH:28][N:27]=2)=[O:11])[CH:17]=1. Procedure details: The title compound was prepared following the same general protocol as described for Example A45 using ((2S,3R)-2-(aminomethyl)-3-methylpiperidin-1-yl)(5-chloro-2-(pyrimidin-2-yl)phenyl)methanone and 2-chloro-5-(trifluoromethyl)pyrimidine. MS (ESI) 491 (M+H). Reactants: NS(=O)(=O)c1ccc(C(=O)O)cc1, Cc1ccc(S(=O)(=O)O)cc1, COc1ccc(C=O)cc1, Clc1ccccc1. The product is COc1ccc(C=NS(=O)(=O)c2ccc(C(=O)O)cc2)cc1. As a reaction SMILES: [C:11](=[O:12])([OH:13])[c:14]1[cH:15][cH:16][c:17]([S:20](=[O:21])(=[O:22])[NH2:23])[cH:18][cH:19]1.[CH3:24][c:25]1[cH:26][cH:27][c:28]([S:29]([OH:30])(=[O:31])=[O:32])[cH:33][cH:34]1.[CH:1]([c:2]1[cH:3][cH:4][c:5]([O:8][CH3:9])[cH:6][cH:7]1)=[O:10].[Cl:35][c:36]1[cH:37][cH:38][cH:39][cH:40][cH:41]1>>[CH:1]([c:2]1[cH:3][cH:4][c:5]([O:8][CH3:9])[cH:6][cH:7]1)=[N:23][S:20]([c:17]1[cH:16][cH:15][c:14]([C:11](=[O:12])[OH:13])[cH:19][cH:18]1)(=[O:21])=[O:22]. Starting materials: BrC1=CC(=C(C=C1)[N+](=O)[O-])F (4-bromo-2-fluoronitrobenzene), CCN(C(C)C)C(C)C (DIPEA), C1(CC1)N (cyclopropylamine). The solvent is CN(C)C=O (DMF). Run at time 14 hour. Yields the product BrC=1C=CC(=C(C1)NC1CC1)[N+](=O)[O-] ((5-bromo-2-nitro-phenyl)-cyclopropylamine). As a reaction SMILES: [Br:1][C:2]1[CH:7]=[CH:6][C:5]([N+:8]([O-:10])=[O:9])=[C:4](F)[CH:3]=1.CC[N:14]([CH:18]([CH3:20])[CH3:19])C(C)C.C1(N)CC1>CN(C=O)C>[Br:1][C:2]1[CH:7]=[CH:6][C:5]([N+:8]([O-:10])=[O:9])=[C:4]([NH:14][CH:18]2[CH2:20][CH2:19]2)[CH:3]=1. Procedure details: To solution of 4-bromo-2-fluoronitrobenzene (2M g, 0.0091 mol) in DMF (10 ml) was added carefully DIPEA (3.25 ml, 0.0182 mol) and cyclopropylamine (0.7 ml, 0.0091 mol) and the resulting solution was stirred at room temperature for 14 h. The reaction was quenched with ice-water and extracted with diethyl ether (3×100 ml). The combined organic layers were washed with brine dried over Na2SO4 and concentrated under vacuum to afford the title compound (5-bromo-2-nitro-phenyl)-cyclopropylamine as a ye... The solvent is C(Cl)Cl (methylene chloride), C(C)(=O)OCC (ethyl acetate). Product: C(C)OC=1C(=CC2=C(C=C(S2)C(=O)OC)C1)O (methyl 5-ethoxy-6-hydroxybenzothiophene-2-carboxylate). Starting materials: CO (methanol), S(O)(O)(=O)=O (sulfuric acid), C(C)OC=1C(=CC2=C(C=C(S2)C(=O)O)C1)O (5 -ethoxy-6-hydroxybenzothiophene-2-carboxylic acid). Reaction SMILES: [CH2:1]([O:3][C:4]1[C:5]([OH:16])=[CH:6][C:7]2[S:11][C:10]([C:12]([OH:14])=[O:13])=[CH:9][C:8]=2[CH:15]=1)[CH3:2].[CH3:17]O.S(=O)(=O)(O)O>C(Cl)Cl.C(OCC)(=O)C>[CH2:1]([O:3][C:4]1[C:5]([OH:16])=[CH:6][C:7]2[S:11][C:10]([C:12]([O:14][CH3:17])=[O:13])=[CH:9][C:8]=2[CH:15]=1)[CH3:2]. Procedure: A solution of 0.71 g. of 5 -ethoxy-6-hydroxybenzothiophene-2-carboxylic acid, 0.29 g. of methanol, and a catalytic amount of sulfuric acid in methylene chloride was heated to reflux for 48 hours. The solution was diluted with ethyl acetate and was washed first with a 10% aqueous sodium bicarbonate solution and then with water. The organic solution was dried over sodium sulfate and evaporated to dryness providing the desired ester intermediate which was used without further purification. Reactants: CC=1C=C(C(=O)OC)C=CC1 (Methyl 3-methylbenzoate), N1=CC=C(C=C1)C (4-picoline), C[Si](C)(C)[N-][Si](C)(C)C.[Na+] (Sodium bis(trimethylsilyl)amide), C([O-])(O)=O.[Na+] (sodium bicarbonate). The solvent is O1CCCC1 (tetrahydrofuran), C1CCOC1 (THF). Run at time 16 hour. Yields the product C1(=C(C=CC=C1)C(CC1=CC=NC=C1)=O)C (1-tolyl-2-(4-pyridyl)ethanone). Isolated yield 67.0%. As a reaction SMILES: C[C:2]1[CH:3]=[C:4]([CH:9]=[CH:10][CH:11]=1)[C:5]([O:7]C)=O.[N:12]1[CH:17]=[CH:16][C:15]([CH3:18])=[CH:14][CH:13]=1.[CH3:19][Si]([N-][Si](C)(C)C)(C)C.[Na+].C(=O)(O)[O-].[Na+]>O1CCCC1>[C:3]1([CH3:19])[CH:2]=[CH:11][CH:10]=[CH:9][C:4]=1[C:5](=[O:7])[CH2:18][C:15]1[CH:16]=[CH:17][N:12]=[CH:13][CH:14]=1 |f:2.3,4.5|. Procedure details: Methyl 3-methylbenzoate (6.0 g, 40 mmol), tetrahydrofuran (50 mL), and 4-picoline (4.1 g, 44 mmol) were stirred at −78° C. under an atmosphere of nitrogen. Sodium bis(trimethylsilyl)amide 1.0 M in THF (88 mL, 88 mmol) was added dropwise. The mixture was allowed to warm to room temperature and stir for 16 h when it was poured into saturated aqueous sodium bicarbonate solution. The mixture was then extracted with ethyl acetate (3×50 mL). The combined organics were washed with brine (2×50 mL), drie...